From a dataset of the Open Reaction Database (ORD), a public repository of structured organic reaction records. describe an organic reaction: reactants, conditions, products, and yield The reactants are [BH4-], CC(CCC(=O)CF)N1C(=O)c2ccccc2C1=O, CO, Cl, [Na+], C1CCOC1. The product is CC(CCC(O)CF)N1C(=O)c2ccccc2C1=O. Reaction SMILES: [BH4-:20].[C:1]1(=[O:19])[c:2]2[c:3]([cH:15][cH:16][cH:17][cH:18]2)[C:4](=[O:14])[N:5]1[CH:6]([CH2:7][CH2:8][C:9](=[O:10])[CH2:11][F:12])[CH3:13].[CH3:28][OH:29].[ClH:22].[Na+:21].[O:23]1[CH2:24][CH2:25][CH2:26][CH2:27]1>>[C:1]1(=[O:19])[c:2]2[c:3]([cH:15][cH:16][cH:17][cH:18]2)[C:4](=[O:14])[N:5]1[CH:6]([CH2:7][CH2:8][CH:9]([OH:10])[CH2:11][F:12])[CH3:13]. Product: BrCC1=C([C@@H](N=C(N1)C=1SC=CN1)C1=C(C(=C(C=C1)F)F)C)C(=O)OCC (ethyl (45)-6-(bromomethyl)-4-(3,4-difluoro-2-methyl-phenyl)-2-thiazol-2-yl-1,4-dihydropyrimidine-5-carboxylate). Reported procedure: Compound C-7 was prepared in analogy to compound C by using 3,4-difluoro-2-methylbenzaldehyde and ethyl acetoacetate instead of 2-chloro-4-fluorobenzaldehyde and methyl acetoacetate. As a reaction SMILES: [CH3:1][O:2][C:3]([C:5]1[C@H](C2C=CC(F)=CC=2Cl)[N:7]=[C:8]([C:13]2[S:14][CH:15]=[CH:16][N:17]=2)[NH:9][C:10]=1[CH2:11][Br:12])=[O:4].[F:26][C:27]1[C:28]([CH3:36])=[C:29]([CH:32]=[CH:33][C:34]=1[F:35])[CH:30]=O.[C:37](OCC)(=O)CC(C)=O.C(OC)(=O)CC(C)=O>>[Br:12][CH2:11][C:10]1[NH:9][C:8]([C:13]2[S:14][CH:15]=[CH:16][N:17]=2)=[N:7][C@@H:30]([C:29]2[CH:32]=[CH:33][C:34]([F:35])=[C:27]([F:26])[C:28]=2[CH3:36])[C:5]=1[C:3]([O:2][CH2:1][CH3:37])=[O:4]. Reactants: COC(=O)C=1[C@@H](N=C(NC1CBr)C=1SC=CN1)C1=C(C=C(C=C1)F)Cl ((R)-6-bromomethyl-4-(2-chloro-4-fluoro-phenyl)-2-thiazol-2-yl-1,4-dihydro-pyrimidine-5-carboxylic acid methyl ester), C(CC(=O)C)(=O)OC (methyl acetoacetate), FC=1C(=C(C=O)C=CC1F)C (3,4-difluoro-2-methylbenzaldehyde), C(CC(=O)C)(=O)OCC (ethyl acetoacetate). The reactants are 1,4-cyclohexanedione 2,5-di(methyl carboxylate), Cl (hydrochloric acid), O=O (oxygen), 1,4-cyclohexanedione 2,5-di(methyl carboxylate), NC1=CC=C(C=C1)C (p-toluidine), CO (methanol). The product is CC1=CC2=C(C=C1)NC3=CC4=C(C=C3C2=O)NC5=C(C4=O)C=C(C=C5)C (2,9-dimethylquinacridone). Reaction SMILES: [NH2:1][C:2]1[CH:7]=[CH:6][C:5]([CH3:8])=[CH:4][CH:3]=1.Cl.O=O.[CH3:12][OH:13]>>[CH3:8][C:5]1[CH:6]=[CH:7][C:2]2[NH:1][C:2]3[C:7]([C:12](=[O:13])[C:3]=2[CH:4]=1)=[CH:6][C:5]1[NH:1][C:2]2[CH:7]=[CH:6][C:5]([CH3:8])=[CH:4][C:3]=2[C:12](=[O:13])[C:4]=1[CH:3]=3. Reported procedure: 1 Mole of 1,4-cyclohexanedione-2,5-di(methyl carboxylate), methanol whose weight was 10 times the weight of the 1,4-cyclohexanedione-2,5-di(methyl carboxylate), 2.53 mol of p-toluidine and 0.1 mol of hydrochloric acid were allowed to react at 65°-100° C. for 3 hours while they were substantially not in contact with oxygen, and the formed product was recovered by filtration and washed. This product was further heated to 250°-268° C. in a dimethylnaphthalene isomer mixture while it was substantial... Reactants: C(C)(C)(C)[Si](C1=CC=CC=C1)(C1=CC=CC=C1)OC1=CC=C(C=C1)OC[C@H]1OC1 (tert-butyl{4-[(2S)oxiranylmethoxy]phenoxy}diphenylsilane), COC1=CC=C(C=C1)C1=NC(=NO1)CS(=O)(=O)C1=CC=C(CCN)C=C1 (4-({[5-(4-methoxyphenyl)-1,2,4-oxadiazol-3-yl]methyl}sulfonyl)phenethylamine). The product is COC1=CC=C(C=C1)C1=NC(=NO1)CS(=O)(=O)C1=CC=C(CCNC[C@@H](COC2=CC=C(C=C2)O[Si](C(C)C)(C(C)C)C(C)C)O)C=C1 ((2S)-1-{[4-({[5-(4-methoxyphenyl)-1,2,4-oxadiazol-3-yl]methyl}sulfonyl)phenethyl]amino}-3-{4-[(triisopropylsilyl)oxy]phenoxy}-2-propanol). The yield is 72.9%. As a reaction SMILES: [C:1]([Si:5]([O:18][C:19]1[CH:24]=[CH:23][C:22]([O:25][CH2:26][C@@H:27]2[CH2:29][O:28]2)=[CH:21][CH:20]=1)([C:12]1[CH:17]=CC=C[CH:13]=1)[C:6]1[CH:11]=CC=C[CH:7]=1)(C)([CH3:3])[CH3:2].[CH3:30][O:31][C:32]1[CH:37]=[CH:36][C:35]([C:38]2[O:42][N:41]=[C:40]([CH2:43][S:44]([C:47]3[CH:55]=[CH:54][C:50]([CH2:51][CH2:52][NH2:53])=[CH:49][CH:48]=3)(=[O:46])=[O:45])[N:39]=2)=[CH:34][CH:33]=1>>[CH3:30][O:31][C:32]1[CH:33]=[CH:34][C:35]([C:38]2[O:42][N:41]=[C:40]([CH2:43][S:44]([C:47]3[CH:48]=[CH:49][C:50]([CH2:51][CH2:52][NH:53][CH2:29][C@H:27]([OH:28])[CH2:26][O:25][C:22]4[CH:23]=[CH:24][C:19]([O:18][Si:5]([CH:1]([CH3:3])[CH3:2])([CH:6]([CH3:11])[CH3:7])[CH:12]([CH3:13])[CH3:17])=[CH:20][CH:21]=4)=[CH:54][CH:55]=3)(=[O:45])=[O:46])[N:39]=2)=[CH:36][CH:37]=1. Procedure: This material was prepared as described in Example 11 from tert-butyl{4-[(2S)oxiranylmethoxy]phenoxy}diphenylsilane (0.45 g, 1.124 mmol) and 4-({[5-(4-methoxyphenyl)-1,2,4-oxadiazol-3-yl]methyl}sulfonyl)phenethylamine (0.70 g, 1.875 mmol). This procedure afforded 0.570 g of the title compound as a white foam. RXN SMILES: Cl[C:2]1[CH:12]=[C:6]2[N:7]([CH3:11])[CH2:8][CH2:9][CH2:10][N:5]2[C:4](=[O:13])[N:3]=1.[F:14][C:15]1[CH:16]=[C:17]([CH:28]=[CH:29][C:30]=1[F:31])[O:18][C:19]1[CH:24]=[CH:23][C:22]([CH2:25][OH:26])=[CH:21][C:20]=1[F:27]>>[F:14][C:15]1[CH:16]=[C:17]([CH:28]=[CH:29][C:30]=1[F:31])[O:18][C:19]1[CH:24]=[CH:23][C:22]([CH2:25][O:26][C:2]2[CH:12]=[C:6]3[N:7]([CH3:11])[CH2:8][CH2:9][CH2:10][N:5]3[C:4](=[O:13])[N:3]=2)=[CH:21][C:20]=1[F:27]. Reactants: E1, ClC1=NC(N2C(N(CCC2)C)=C1)=O (8-chloro-1-methyl-3,4-dihydro-1H-pyrimido[1,6-a]pyrimidin-6(2H)-one), FC=1C=C(OC2=C(C=C(C=C2)CO)F)C=CC1F ((4-(3,4-difluorophenoxy)-3-fluorophenyl)methanol). Yields the product FC=1C=C(OC2=C(C=C(COC3=NC(N4C(N(CCC4)C)=C3)=O)C=C2)F)C=CC1F (8-((4-(3,4-difluorophenoxy)-3-fluorobenzyl)oxy)-1-methyl-3,4-dihydro-1H-pyrimido[1,6-a]pyrimidin-6(2H)-one). Procedure details: The title compound was prepared by a procedure similar to that described for E1 starting from 8-chloro-1-methyl-3,4-dihydro-1H-pyrimido[1,6-a]pyrimidin-6(2H)-one and (4-(3,4-difluorophenoxy)-3-fluorophenyl)methanol. Reactants: ClC=1C=NC=C(C1SC1=C(C=C(S1)C(=O)Cl)[N+](=O)[O-])Cl (5-[(3,5-dichloro-4-pyridyl)sulfanyl]-4-nitro-thiophene-2-carbonyl chloride), FC1=C(N)C=C(C=C1)F (2,5-difluoroaniline). The product is ClC=1C=NC=C(C1SC1=C(C=C(S1)C(=O)NC1=C(C=CC(=C1)F)F)[N+](=O)[O-])Cl (5-((3,5-dichloropyridin-4-yl)thio)-N-(2,5-difluorophenyl)-4-nitrothiophene-2-carboxamide), solid. Yield: 44.0%. Reaction SMILES: [Cl:1][C:2]1[CH:3]=[N:4][CH:5]=[C:6]([Cl:20])[C:7]=1[S:8][C:9]1[S:13][C:12]([C:14](Cl)=[O:15])=[CH:11][C:10]=1[N+:17]([O-:19])=[O:18].[F:21][C:22]1[CH:28]=[CH:27][C:26]([F:29])=[CH:25][C:23]=1[NH2:24]>>[Cl:1][C:2]1[CH:3]=[N:4][CH:5]=[C:6]([Cl:20])[C:7]=1[S:8][C:9]1[S:13][C:12]([C:14]([NH:24][C:23]2[CH:25]=[C:26]([F:29])[CH:27]=[CH:28][C:22]=2[F:21])=[O:15])=[CH:11][C:10]=1[N+:17]([O-:19])=[O:18]. Procedure details: Prepared according to the procedure described for example 50 from 5-[(3,5-dichloro-4-pyridyl)sulfanyl]-4-nitro-thiophene-2-carbonyl chloride (120 mg, 0.33 mmol) and 2,5-difluoroaniline (50 mg, 0.39 mmol). The title compound was obtained as a solid (45 mg, 44% yield). 1H NMR (400 MHz, d6-DMSO) δ: 10.62 (1H, m), 9.00 (2H, s), 8.75 (1H, s), 7.50 (1H, m), 7.48 (1H, m), 7.40 (1H, m). MS m/z: 460.05, 462.04 [M+H]+. Starting materials: COCCO[Al+]OCCOC, O=C(O)c1ccccc1Sc1ccc(F)cc1, [H-], [H-], [Na+], [Na+], [OH-], c1ccccc1. Yields the product OCc1ccccc1Sc1ccc(F)cc1. Reaction SMILES: [CH3:2][O:3][CH2:4][CH2:5][O:6][Al+:7][O:8][CH2:9][CH2:10][O:11][CH3:12].[F:15][c:16]1[cH:17][cH:18][c:19]([S:22][c:23]2[c:24]([C:25](=[O:26])[OH:27])[cH:28][cH:29][cH:30][cH:31]2)[cH:20][cH:21]1.[H-:14].[H-:1].[Na+:13].[Na+:33].[OH-:32].[cH:34]1[cH:35][cH:36][cH:37][cH:38][cH:39]1>>[F:15][c:16]1[cH:17][cH:18][c:19]([S:22][c:23]2[c:24]([CH2:25][OH:26])[cH:28][cH:29][cH:30][cH:31]2)[cH:20][cH:21]1. Starting materials: Brc1cncc(Br)c1, CCO, Cc1ccccc1, [Na+], [Na+], O=C([O-])[O-], O, c1ccc(P(c2ccccc2)(c2ccccc2)[Pd](P(c2ccccc2)(c2ccccc2)c2ccccc2)(P(c2ccccc2)(c2ccccc2)c2ccccc2)P(c2ccccc2)(c2ccccc2)c2ccccc2)cc1, OB(O)c1ccsc1. Yields the product Brc1cncc(-c2ccsc2)c1. As a reaction SMILES: [Br:1][c:2]1[cH:3][n:4][cH:5][c:6]([Br:7])[cH:8]1.[CH2:108]([OH:109])[CH3:110].[CH3:9][c:10]1[cH:11][cH:12][cH:13][cH:14][cH:15]1.[Na+:24].[Na+:25].[O-:26][C:27](=[O:28])[O-:29].[OH2:30].[cH:31]1[cH:32][cH:33][c:34]([P:35]([Pd:36]([P:37]([c:38]2[cH:39][cH:40][cH:41][cH:42][cH:43]2)([c:44]2[cH:45][cH:46][cH:47][cH:48][cH:49]2)[c:50]2[cH:51][cH:52][cH:53][cH:54][cH:55]2)([P:56]([c:57]2[cH:58][cH:59][cH:60][cH:61][cH:62]2)([c:63]2[cH:64][cH:65][cH:66][cH:67][cH:68]2)[c:69]2[cH:70][cH:71][cH:72][cH:73][cH:74]2)[P:75]([c:76]2[cH:77][cH:78][cH:79][cH:80][cH:81]2)([c:82]2[cH:83][cH:84][cH:85][cH:86][cH:87]2)[c:88]2[cH:89][cH:90][cH:91][cH:92][cH:93]2)([c:94]2[cH:95][cH:96][cH:97][cH:98][cH:99]2)[c:100]2[cH:101][cH:102][cH:103][cH:104][cH:105]2)[cH:106][cH:107]1.[s:16]1[cH:17][c:18]([B:21]([OH:22])[OH:23])[cH:19][cH:20]1>>[c:2]1(-[c:18]2[cH:17][s:16][cH:20][cH:19]2)[cH:3][n:4][cH:5][c:6]([Br:7])[cH:8]1.